Task: describe an organic reaction: reactants, conditions, products, and yield. Dataset: the Open Reaction Database (ORD), a public repository of structured organic reaction records The reactants are CCOC(=O)c1cn2c3c(c(Br)c(F)c(F)c3c1=O)OCC2C, Cc1cc([Sn](C)(C)C)cc(C)n1, CCO. Yields the product CCOC(=O)c1cn2c3c(c(-c4cc(C)nc(C)c4)c(F)c(F)c3c1=O)OCC2C. Reaction SMILES: [Br:1][c:2]1[c:3]([F:23])[c:4]([F:22])[c:5]2[c:6]3[n:7]([cH:13][c:14]([C:17](=[O:18])[O:19][CH2:20][CH3:21])[c:15]2=[O:16])[CH:8]([CH3:12])[CH2:9][O:10][c:11]13.[CH3:24][c:25]1[n:26][c:27]([CH3:35])[cH:28][c:29]([Sn:31]([CH3:32])([CH3:33])[CH3:34])[cH:30]1.[CH3:36][CH2:37][OH:38]>>[c:2]1(-[c:29]2[cH:28][c:27]([CH3:35])[n:26][c:25]([CH3:24])[cH:30]2)[c:3]([F:23])[c:4]([F:22])[c:5]2[c:6]3[n:7]([cH:13][c:14]([C:17](=[O:18])[O:19][CH2:20][CH3:21])[c:15]2=[O:16])[CH:8]([CH3:12])[CH2:9][O:10][c:11]13. The reactants are [NH4+].[Cl-] (NH4Cl), CC(=CC(=O)OC)C (methyl 3-methylbut-2-enoate), CCCC[N+](CCCC)(CCCC)CCCC.[F-] (TBAF), C(C1=CC=CC=C1)OC1=CC=C(C=C1)C(C#N)O[Si](C)(C)C ((4-Benzyloxy-phenyl)-trimethylsilanyloxy-acetonitrile), [Li+].CC(C)[N-]C(C)C (LDA). Solvent: C1CCOC1 (THF), C1CCOC1 (THF), C1CCOC1 (THF). Run at temperature 0 celsius, time 0.5 hour. Yields the product C(C)OC(CC(C(=O)C1=CC=C(C=C1)OCC1=CC=CC=C1)(C)C)=O (4-(4-Benzyloxy-phenyl)-3,3-dimethyl-4-oxo-butyric acid ethyl ester). As a reaction SMILES: [CH2:1]([O:8][C:9]1[CH:14]=[CH:13][C:12]([CH:15]([O:18][Si](C)(C)C)C#N)=[CH:11][CH:10]=1)[C:2]1[CH:7]=[CH:6][CH:5]=[CH:4][CH:3]=1.[Li+].CC([N-][CH:28]([CH3:30])[CH3:29])C.CC(C)=[CH:33][C:34]([O:36][CH3:37])=[O:35].[NH4+].[Cl-].[CH3:41]CCC[N+](CCCC)(CCCC)CCCC.[F-]>C1COCC1>[CH2:37]([O:36][C:34](=[O:35])[CH2:33][C:28]([CH3:29])([CH3:30])[C:15]([C:12]1[CH:11]=[CH:10][C:9]([O:8][CH2:1][C:2]2[CH:3]=[CH:4][CH:5]=[CH:6][CH:7]=2)=[CH:14][CH:13]=1)=[O:18])[CH3:41] |f:1.2,4.5,6.7|. Procedure: (4-Benzyloxy-phenyl)-trimethylsilanyloxy-acetonitrile (3.0 g, 9.63 mmol) in THF (100 mL) under a nitrogen atmosphere was added LDA (7.2 mL of 2 M in THF) at −72° C. After 0.5 h, methyl 3-methylbut-2-enoate (1.23 mL, 10.1 mmol) in 1 THF (15 mL) was added dropwise. The reaction was stirred at 0° C. for 4 h, and then saturated NH4Cl was added. The THF was removed at reduced pressure; Et2O was added (50 mL) and washed with saturated NH4Cl, water, dried (Na2SO4), and concentrated to give an oil. The ... Procedure details: A solution of bis(3-nitrobenzenesulfonylaminopropyl)ether (190 mg, 0.38 mmol) and finely ground, freshly oven-dried cesium carbonate (320 mg, 1.14 mmol) in anhydrous DMF (60 mL) was heated to 80° C. Methanesulfonic acid, 5-methanesulfonyloxy-3-(4-{[(2-nitro-benzenesulfonyl)-pyridin-2-ylmethyl-amino]-methyl}-benzyl)-pentyl ester (250 mg, 0.38 mmol) in DMF (20 mL) was then added to the reaction over a 30 hour period via syringe pump. After complete addition, the reaction was stirred another 30 hou... Run at time 30 hour. Solvent: CN(C)C=O (DMF), CN(C)C=O (DMF), C(C)(=O)OCC (ethyl acetate). RXN SMILES: [N+]([CH:4](NS(C1C=CC=CC=1)(=O)=O)CCOCCC(NS(C1C=CC=CC=1)(=O)=O)[N+]([O-])=O)([O-])=O.C(=O)([O-])[O-].[Cs+].[Cs+].[CH3:40][S:41]([O:44][CH2:45][CH2:46][CH:47]([CH2:55][C:56]1[CH:61]=[CH:60][C:59]([CH2:62][N:63]([S:71]([C:74]2[CH:79]=[CH:78][CH:77]=[CH:76][C:75]=2[N+:80]([O-:82])=[O:81])(=[O:73])=[O:72])[CH2:64][C:65]2[CH:70]=[CH:69][CH:68]=[CH:67][N:66]=2)=[CH:58][CH:57]=1)[CH2:48][CH2:49][O:50][S:51]([CH3:54])(=[O:53])=[O:52])(=[O:43])=[O:42]>CN(C=O)C.C(OCC)(=O)C>[CH3:54][S:51]([O:50][C:49]1[CH:48]=[C:47]([CH2:55][C:56]2[CH:61]=[CH:60][C:59]([CH2:62][N:63]([S:71]([C:74]3[CH:79]=[CH:78][CH:77]=[CH:76][C:75]=3[N+:80]([O-:82])=[O:81])(=[O:73])=[O:72])[CH2:64][C:65]3[CH:70]=[CH:69][CH:68]=[CH:67][N:66]=3)=[CH:58][CH:57]=2)[CH:46]=[C:45]([O:44][S:41]([CH3:40])(=[O:42])=[O:43])[CH:4]=1)(=[O:53])=[O:52] |f:1.2.3|. The yield is 80.7%. Reactants: [N+](=O)([O-])C(CCOCCC([N+](=O)[O-])NS(=O)(=O)C1=CC=CC=C1)NS(=O)(=O)C1=CC=CC=C1 (bis(3-nitrobenzenesulfonylaminopropyl)ether), C([O-])([O-])=O.[Cs+].[Cs+] (cesium carbonate), CS(=O)(=O)OCCC(CCOS(=O)(=O)C)CC1=CC=C(C=C1)CN(CC1=NC=CC=C1)S(=O)(=O)C1=C(C=CC=C1)[N+](=O)[O-] (Methanesulfonic acid, 5-methanesulfonyloxy-3-(4-{[(2-nitro-benzenesulfonyl)-pyridin-2-ylmethyl-amino]-methyl}-benzyl)-pentyl ester). The product is CS(=O)(=O)OC=1C=C(C=C(C1)OS(=O)(=O)C)CC1=CC=C(C=C1)CN(CC1=NC=CC=C1)S(=O)(=O)C1=C(C=CC=C1)[N+](=O)[O-] (Methanesulfonic acid 5-methanesulfonyloxy-3-(4-{[(2-nitro-benzenesulfonyl)-pyridin-2-ylmethyl-amino]-methyl}-benzyl)-penyl ester). The reactants are C(C1=CC=CC=C1)NC1=NC=CC2=C1C(=CS2)C2=CC=C(C=C2)C (benzyl-(3-p-tolyl-thieno[3,2-c]pyridin-4-yl)-amine), BrN1C(CCC1=O)=O (N-bromosuccinimide). Solvent: C1CCOC1 (THF). Run at time 1.5 hour. Yields the product C(C1=CC=CC=C1)NC1=NC=C(C2=C1C(=CS2)C2=CC=C(C=C2)C)Br (Benzyl-(7-bromo-3-p-tolyl-thieno[3,2-c]pyridin-4-yl)amine). RXN SMILES: [CH2:1]([NH:8][C:9]1[C:14]2[C:15]([C:18]3[CH:23]=[CH:22][C:21]([CH3:24])=[CH:20][CH:19]=3)=[CH:16][S:17][C:13]=2[CH:12]=[CH:11][N:10]=1)[C:2]1[CH:7]=[CH:6][CH:5]=[CH:4][CH:3]=1.[Br:25]N1C(=O)CCC1=O>C1COCC1>[CH2:1]([NH:8][C:9]1[C:14]2[C:15]([C:18]3[CH:19]=[CH:20][C:21]([CH3:24])=[CH:22][CH:23]=3)=[CH:16][S:17][C:13]=2[C:12]([Br:25])=[CH:11][N:10]=1)[C:2]1[CH:3]=[CH:4][CH:5]=[CH:6][CH:7]=1. Procedure details: To a solution of benzyl-(3-p-tolyl-thieno[3,2-c]pyridin-4-yl)-amine (314 mg, 0.984 mmol), in THF (5 ml) cooled to 0° C., was added N-bromosuccinimide (168 mg, 0.984 mmol) and the reaction stirred for 1.5 h. The reaction was then allowed to warm to room temperature and the solvent removed in vacuo. The crude residue was partitioned between NH4Cl (25 ml) and DCM (10 ml), the organic layer dried (MgSO4) and the solvent removed in vacuo. No further purification was required. The product was obtained... Starting materials: O=C([O-])[O-], CCOC(C)=O, CCOC(=O)N1C=Cc2cc(O)c(OC)cc2C1Cc1cccc(OC)c1, CCCCCC, CN(C)C=O, IC1CCCC1, [K+], [K+]. Yields the product CCOC(=O)N1C=Cc2cc(OC3CCCC3)c(OC)cc2C1Cc1cccc(OC)c1. Reaction SMILES: [C:28](=[O:29])([O-:30])[O-:31].[C:46]([O:47][CH2:48][CH3:49])(=[O:50])[CH3:51].[CH2:1]([CH3:2])[O:3][C:4](=[O:5])[N:6]1[CH:7]([CH2:19][c:20]2[cH:21][c:22]([O:26][CH3:27])[cH:23][cH:24][cH:25]2)[c:8]2[cH:9][c:10]([O:17][CH3:18])[c:11]([OH:16])[cH:12][c:13]2[CH:14]=[CH:15]1.[CH3:40][CH2:41][CH2:42][CH2:43][CH2:44][CH3:45].[CH3:52][N:53]([CH3:54])[CH:55]=[O:56].[CH:34]1([I:39])[CH2:35][CH2:36][CH2:37][CH2:38]1.[K+:32].[K+:33]>>[CH2:1]([CH3:2])[O:3][C:4](=[O:5])[N:6]1[CH:7]([CH2:19][c:20]2[cH:21][c:22]([O:26][CH3:27])[cH:23][cH:24][cH:25]2)[c:8]2[cH:9][c:10]([O:17][CH3:18])[c:11]([O:16][CH:34]3[CH2:35][CH2:36][CH2:37][CH2:38]3)[cH:12][c:13]2[CH:14]=[CH:15]1. The reactants are CCOCC, CC[Zn]CC, C=C(F)c1ccccc1OC. Product: COc1ccccc1C1(F)CC1. Reaction SMILES: [CH3:17][CH2:18][O:19][CH2:20][CH3:21].[CH3:1][CH2:2][Zn:3][CH2:4][CH3:5].[F:6][C:7](=[CH2:8])[c:9]1[c:10]([O:15][CH3:16])[cH:11][cH:12][cH:13][cH:14]1>>[CH2:1]1[C:7]([F:6])([c:9]2[c:10]([O:15][CH3:16])[cH:11][cH:12][cH:13][cH:14]2)[CH2:8]1.